From a dataset of the Open Reaction Database (ORD), a public repository of structured organic reaction records. describe an organic reaction: reactants, conditions, products, and yield The reactants are ClC1=C2NC=NC2=NC=N1 (6-chloropurine), O1CCCC=C1 (dihydropyran), [OH-].[NH4+] (ammonium hydroxide). The reagents and catalysts are O.C1(=CC=C(C=C1)S(=O)(=O)O)C (p-toluenesulfonic acid monohydrate). Conditions: time 30 minute. The product is ClC1=C2N=CN(C2=NC=N1)C1OCCCC1 (6-Chloro-9-(tetrahydro-2-pyranyl)purine). The yield is 93.9%. RXN SMILES: [Cl:1][C:2]1[N:10]=[CH:9][N:8]=[C:7]2[C:3]=1[NH:4][CH:5]=[N:6]2.[O:11]1[CH:16]=[CH:15][CH2:14][CH2:13][CH2:12]1.[OH-].[NH4+]>O.C1(C)C=CC(S(O)(=O)=O)=CC=1>[Cl:1][C:2]1[N:10]=[CH:9][N:8]=[C:7]2[C:3]=1[N:4]=[CH:5][N:6]2[CH:12]1[CH2:13][CH2:14][CH2:15][CH2:16][O:11]1 |f:2.3,4.5|. Procedure details: To a warmed (60° C.) slurry of 6-chloropurine (20 g, 0.1294 mol) and p-toluenesulfonic acid monohydrate (0.35 g), dihydropyran (13.4 mL, 0.172 mol) was added with stirring over a period of 30 min. After an additional 30 min of heating, the mixture was allowed to cool to room temperature for 1 h. Concentrated ammonium hydroxide (12 mL) was added and stirring was continued for 5 min. The solution was washed with water (4×70 mL) and the organic layer was dried (Na2SO4), filtered and concentrated in...